Dataset: the Open Reaction Database (ORD), a public repository of structured organic reaction records. Task: describe an organic reaction: reactants, conditions, products, and yield Starting materials: CC(=O)Nc1nc2cnc(N(C)c3ccc(F)c(N(C(=O)[O-])C(C)(C)C)c3)nc2s1, COc1ccccc1, O=C(O)C(F)(F)F. The product is CC(=O)Nc1nc2cnc(N(C)c3ccc(F)c(N)c3)nc2s1. RXN SMILES: [C:1]([N:5]([C:2](=[O:3])[O-:4])[c:9]1[c:10]([F:30])[cH:11][cH:12][c:13]([N:15]([CH3:16])[c:17]2[n:18][cH:19][c:20]3[c:21]([n:22]2)[s:23][c:24]([NH:26][C:27]([CH3:28])=[O:29])[n:25]3)[cH:14]1)([CH3:6])([CH3:7])[CH3:8].[CH3:31][O:32][c:33]1[cH:34][cH:35][cH:36][cH:37][cH:38]1.[OH:39][C:40]([C:41]([F:42])([F:43])[F:44])=[O:45]>>[NH2:5][c:9]1[c:10]([F:30])[cH:11][cH:12][c:13]([N:15]([CH3:16])[c:17]2[n:18][cH:19][c:20]3[c:21]([n:22]2)[s:23][c:24]([NH:26][C:27]([CH3:28])=[O:29])[n:25]3)[cH:14]1.